Dataset: the Open Reaction Database (ORD), a public repository of structured organic reaction records. Task: describe an organic reaction: reactants, conditions, products, and yield Starting materials: CN1CCN(CC1)C(=O)OCC(COC(=O)NCCCCCCCCCCCCCCCCCC)(C)C (2,2-dimethyl-3-{[(octadecylamino)carbonyl]oxy}propyl 4-methyltetrahydro-1(2H)-pyrazinecarboxylate), Cl (hydrogen chloride). The solvent is C(C)(=O)OCC (ethyl acetate), C(C)(=O)OCC (ethyl acetate). Conditions: time 0.5 hour. Yields the product Cl.CN1CCN(CC1)C(=O)OCC(COC(=O)NCCCCCCCCCCCCCCCCCC)(C)C (2,2-Dimethyl-3-{[(octadecylamino)carbonyl]oxy}-propyl 4-methyltetrahydro-1(2H)-pyrazinecarboxylate hydrochloride). Reaction SMILES: [CH3:1][N:2]1[CH2:7][CH2:6][N:5]([C:8]([O:10][CH2:11][C:12]([CH3:37])([CH3:36])[CH2:13][O:14][C:15]([NH:17][CH2:18][CH2:19][CH2:20][CH2:21][CH2:22][CH2:23][CH2:24][CH2:25][CH2:26][CH2:27][CH2:28][CH2:29][CH2:30][CH2:31][CH2:32][CH2:33][CH2:34][CH3:35])=[O:16])=[O:9])[CH2:4][CH2:3]1.[ClH:38]>C(OCC)(=O)C>[ClH:38].[CH3:1][N:2]1[CH2:3][CH2:4][N:5]([C:8]([O:10][CH2:11][C:12]([CH3:36])([CH3:37])[CH2:13][O:14][C:15]([NH:17][CH2:18][CH2:19][CH2:20][CH2:21][CH2:22][CH2:23][CH2:24][CH2:25][CH2:26][CH2:27][CH2:28][CH2:29][CH2:30][CH2:31][CH2:32][CH2:33][CH2:34][CH3:35])=[O:16])=[O:9])[CH2:6][CH2:7]1 |f:3.4|. Procedure: To an ethyl acetate solution (25 ml) containing 2.500 g of 2,2-dimethyl-3-{[(octadecylamino)carbonyl]oxy}propyl 4-methyltetrahydro-1(2H)-pyrazinecarboxylate was added 1.42 ml of a 4N hydrogen chloride solution in ethyl acetate, followed by stirring at room temperature for 0.5 hour. After the reaction mixture was concentrated under reduced pressure, the resulting residue was recrystallized from a mixture of ethanol and ethyl acetate to obtain 2.323 g of the title compound in the form of a white s... Reaction SMILES: [CH2:30]([c:31]1[cH:32][cH:33][cH:34][cH:35][cH:36]1)[O:37][C:38](=[O:39])[c:40]1[cH:41][c:42]([NH:46][C:47]([NH:48][CH2:49][C:50](=[O:51])[OH:52])=[O:53])[cH:43][cH:44][cH:45]1.[CH3:1][C:2]1([C:20](=[O:21])[O:22][CH2:23][c:24]2[cH:25][cH:26][cH:27][cH:28][cH:29]2)[CH2:3][CH:4]([C:13](=[O:14])[O:15][C:16]([CH3:17])([CH3:18])[CH3:19])[NH:5][CH:6]1[c:7]1[cH:8][cH:9][cH:10][cH:11][cH:12]1.[CH3:69][C:70]#[N:71].[CH:54]1([N:55]=[C:56]=[N:57][CH:58]2[CH2:59][CH2:60][CH2:61][CH2:62][CH2:63]2)[CH2:64][CH2:65][CH2:66][CH2:67][CH2:68]1>>[CH3:1][C:2]1([C:20](=[O:21])[O:22][CH2:23][c:24]2[cH:25][cH:26][cH:27][cH:28][cH:29]2)[CH2:3][CH:4]([C:13](=[O:14])[O:15][C:16]([CH3:17])([CH3:18])[CH3:19])[N:5]([C:50]([CH2:49][NH:48][C:47]([NH:46][c:42]2[cH:41][c:40]([C:38]([O:37][CH2:30][c:31]3[cH:32][cH:33][cH:34][cH:35][cH:36]3)=[O:39])[cH:45][cH:44][cH:43]2)=[O:53])=[O:51])[CH:6]1[c:7]1[cH:8][cH:9][cH:10][cH:11][cH:12]1. Product: CC(C)(C)OC(=O)C1CC(C)(C(=O)OCc2ccccc2)C(c2ccccc2)N1C(=O)CNC(=O)Nc1cccc(C(=O)OCc2ccccc2)c1. The reactants are O=C(O)CNC(=O)Nc1cccc(C(=O)OCc2ccccc2)c1, CC(C)(C)OC(=O)C1CC(C)(C(=O)OCc2ccccc2)C(c2ccccc2)N1, CC#N, C(=NC1CCCCC1)=NC1CCCCC1. The reactants are IC1=NC=CC=C1 (2-iodopyridine), C(C)(C)NC(C)C (diisopropylamine), C#CCCC (1-pentyne). Reagents/catalysts: Cl[Pd]([P](C1=CC=CC=C1)(C2=CC=CC=C2)C3=CC=CC=C3)([P](C4=CC=CC=C4)(C5=CC=CC=C5)C6=CC=CC=C6)Cl (bis(triphenylphosphine)palladium(II) chloride), [Cu]I (copper(I) iodide). The solvent is C(C)(=O)OCC (ethyl acetate), CN(C=O)C (N,N-dimethylformamide). Reaction conditions: temperature 85 celsius. Product: C(#CCCC)C1=NC=CC=C1 (2-(pent-1-ynyl)pyridine). Isolated yield 88.3%. Reaction SMILES: I[C:2]1[CH:7]=[CH:6][CH:5]=[CH:4][N:3]=1.C(NC(C)C)(C)C.[CH:15]#[C:16][CH2:17][CH2:18][CH3:19]>CN(C)C=O.C(OCC)(=O)C.Cl[Pd](Cl)([P](C1C=CC=CC=1)(C1C=CC=CC=1)C1C=CC=CC=1)[P](C1C=CC=CC=1)(C1C=CC=CC=1)C1C=CC=CC=1.[Cu]I>[C:15]([C:2]1[CH:7]=[CH:6][CH:5]=[CH:4][N:3]=1)#[C:16][CH2:17][CH2:18][CH3:19] |^1:33,52|. Procedure details: To a degassed solution of 2-iodopyridine (0.519 mL, 4.88 mmol), bis(triphenylphosphine)palladium(II) chloride (0.205 g, 0.293 mmol), copper(I) iodide (0.046 g, 0.244 mmol), and diisopropylamine (2.78 mL, 19.5 mmol) in N,N-dimethylformamide (20 mL) was added 1-pentyne (0.721 mL, 7.32 mmol). The reaction was heated to 85° C. for 3 hrs. The reaction mixture was cooled to room temperature, diluted with ethyl acetate (150 mL), washed with a 10% aqueous solution of lithium chloride (2×100 mL), washed ... Starting materials: C1(=CC=CC=C1)B(O)O (phenyl boronic acid), C(=O)([O-])[O-].[Na+].[Na+] (Na2CO3), BrC1=C2/C(/C(NC2=CC=C1[N+](=O)[O-])=O)=C/C=1NC=CC1OC ((Z)-4-bromo-1,3-dihydro-3-[(3-methoxy-1H-pyrrol-2-yl)methylene]-5-nitro-2H-indol-2-one), BrC1=C2/C(/C(NC2=CC=C1[N+](=O)[O-])=O)=C/C=1NC=CC1OC ((Z)-4-bromo-1,3-dihydro-3-[(3-methoxy-1H-pyrrol-2-yl)methylene]-5-nitro-2H-indol-2-one). The solvent is COCCOC (DME). Yields the product COC1=C(NC=C1)\C=C\1/C(NC2=CC=C(C(=C12)C1=CC=CC=C1)[N+](=O)[O-])=O ((Z)-1,3-dihydro-3-[(3-methoxy-1H-pyrrol-2-yl)methylene]-5-nitro-4-phenyl-2H-indol-2-one). The yield is 81.0%. As a reaction SMILES: [C:1]1(B(O)O)[CH:6]=[CH:5][CH:4]=[CH:3][CH:2]=1.Br[C:11]1[C:19]([N+:20]([O-:22])=[O:21])=[CH:18][CH:17]=[C:16]2[C:12]=1/[C:13](=[CH:24]/[C:25]1[NH:26][CH:27]=[CH:28][C:29]=1[O:30][CH3:31])/[C:14](=[O:23])[NH:15]2.C([O-])([O-])=O.[Na+].[Na+]>COCCOC>[CH3:31][O:30][C:29]1[CH:28]=[CH:27][NH:26][C:25]=1/[CH:24]=[C:13]1\[C:14](=[O:23])[NH:15][C:16]2[C:12]\1=[C:11]([C:1]1[CH:6]=[CH:5][CH:4]=[CH:3][CH:2]=1)[C:19]([N+:20]([O-:22])=[O:21])=[CH:18][CH:17]=2 |f:2.3.4|. Procedure: Using Method S above, phenyl boronic acid (75.2 mg, 0.617 mmol) (Aldrich) was coupled with (Z)-4-bromo-1,3-dihydro-3-[(3-methoxy-1H-pyrrol-2-yl)methylene]-5-nitro-2H-indol-2-one (150 mg, 0.41 mmol) (Starting Material 6) using DPPFPdCl2 (17 mg) (Aldrich) as catalyst in aqueous 2M Na2CO3 (0.42 mL, 0.84 mmol) and DME (15 mL) at reflux for 18 h to give (Z)-1,3-dihydro-3-[(3-methoxy-1H-pyrrol-2-yl)methylene]-5-nitro-4-phenyl-2H-indol-2-one (yield: 120 mg, 80%).